This data is from the Open Reaction Database (ORD), a public repository of structured organic reaction records. The task is: describe an organic reaction: reactants, conditions, products, and yield The reactants are CC(=O)Cl, COc1ccc(C23CNCC2C3)cc1, [Na+], [Na+], O=C([O-])[O-], c1ccccc1. The product is COc1ccc(C23CC2CN(C(C)=O)C3)cc1. RXN SMILES: [CH3:15][C:16]([Cl:17])=[O:18].[CH3:1][O:2][c:3]1[cH:4][cH:5][c:6]([C:9]23[CH2:10][NH:11][CH2:12][CH:13]2[CH2:14]3)[cH:7][cH:8]1.[Na+:25].[Na+:26].[O-:27][C:28](=[O:29])[O-:30].[cH:19]1[cH:20][cH:21][cH:22][cH:23][cH:24]1>>[CH3:1][O:2][c:3]1[cH:4][cH:5][c:6]([C:9]23[CH2:10][N:11]([C:16]([CH3:15])=[O:18])[CH2:12][CH:13]2[CH2:14]3)[cH:7][cH:8]1. The reactants are ClC1=CC=C(C=C1)C(=C(CO)F)C1CC1 (3-(p-chlorophenyl)-3-cyclopropyl-2-fluoro-2-propen-1-ol), ( E )-. Reagents/catalysts: [O-2].[Mn+4].[O-2] (manganese(IV) oxide). Solvent: hexanes. Conditions: time 8 hour. Product: ethyl acetate hexanes, ClC1=CC=C(C(=C(C=O)F)C2CC2)C=C1 (p-Chloro-β-cyclopropyl-α-fluorocinnamaldehyde). Yield: 60.0%. Reaction SMILES: [Cl:1][C:2]1[CH:7]=[CH:6][C:5]([C:8]([CH:13]2[CH2:15][CH2:14]2)=[C:9]([F:12])[CH2:10][OH:11])=[CH:4][CH:3]=1>[O-2].[Mn+4].[O-2]>[Cl:1][C:2]1[CH:3]=[CH:4][C:5]([C:8]([CH:13]2[CH2:14][CH2:15]2)=[C:9]([F:12])[CH:10]=[O:11])=[CH:6][CH:7]=1 |f:1.2.3|. Procedure: Activated manganese(IV) oxide (101.25 g, 1.16 mol) is added to a solution of 3-(p-chlorophenyl)-3-cyclopropyl-2-fluoro-2-propen-1-ol, (E)- and (Z)- (26.4 g, 0.116 mol) in hexanes. The resultant reaction mixture is stirred at room temperature overnight, filtered through a pad of diatomaceous earth, and concentrated in vacuo to obtain a residue. Flash column chromatography of the residue using silica gel and an ethyl acetate/hexanes solution (1:9) gives the title product as an oil (15.8 g, 60%). Reactants: CN(C(OC1=CC(=CC=C1)NC(=O)C1(CCNCC1)CNC(=O)OCC1=CC=CC=C1)=O)C (3-(4-((Benzyloxycarbonylamino)methyl)piperidine-4-carboxamido)phenyl dimethylcarbamate), C(C)(C)O (isopropanol), ClC=1C2=C(N=CN1)NC=C2C (4-chloro-5-methyl-7H-pyrrolo[2,3-d]pyrimidine), C(C)(C)N(C(C)C)CC (N,N-diisopropylethylamine). Run in C(Cl)Cl (CH2Cl2). Conditions: temperature 120 celsius. The product is CN(C(OC1=CC(=CC=C1)NC(=O)C1(CCN(CC1)C=1C2=C(N=CN1)NC=C2C)CNC(=O)OCC2=CC=CC=C2)=O)C (3-(4-((benzyloxycarbonylamino)methyl)-1-(5-methyl-7H-pyrrolo[2,3-d]pyrimidin-4-yl)piperidine-4-carboxamido)phenyl dimethylcarbamate). Isolated yield 54.0%. RXN SMILES: [CH3:1][N:2]([CH3:33])[C:3](=[O:32])[O:4][C:5]1[CH:10]=[CH:9][CH:8]=[C:7]([NH:11][C:12]([C:14]2([CH2:20][NH:21][C:22]([O:24][CH2:25][C:26]3[CH:31]=[CH:30][CH:29]=[CH:28][CH:27]=3)=[O:23])[CH2:19][CH2:18][NH:17][CH2:16][CH2:15]2)=[O:13])[CH:6]=1.Cl[C:35]1[C:36]2[C:43]([CH3:44])=[CH:42][NH:41][C:37]=2[N:38]=[CH:39][N:40]=1.C(N(CC)C(C)C)(C)C.C(O)(C)C>C(Cl)Cl>[CH3:1][N:2]([CH3:33])[C:3](=[O:32])[O:4][C:5]1[CH:10]=[CH:9][CH:8]=[C:7]([NH:11][C:12]([C:14]2([CH2:20][NH:21][C:22]([O:24][CH2:25][C:26]3[CH:27]=[CH:28][CH:29]=[CH:30][CH:31]=3)=[O:23])[CH2:19][CH2:18][N:17]([C:35]3[C:36]4[C:43]([CH3:44])=[CH:42][NH:41][C:37]=4[N:38]=[CH:39][N:40]=3)[CH2:16][CH2:15]2)=[O:13])[CH:6]=1. Reported procedure: 3-(4-((Benzyloxycarbonylamino)methyl)piperidine-4-carboxamido)phenyl dimethylcarbamate (0.216 g, 0.441 mmol) from step D, 4-chloro-5-methyl-7H-pyrrolo[2,3-d]pyrimidine (0.073 g, 0.441 mmol), N,N-diisopropylethylamine (0.230 mL, 1.32 mmol), and isopropanol (5 mL) were combined and heated at 120° C. overnight in a pressure vessel. The crude reaction was diluted with CH2Cl2 and washed with H2O and brine, dried over MgSO4, and concentrated under vacuum. The residue was purified by silica gel chromat... Reactants: CC1(OCCC(C1)COC=1C(=NC=C(C(=O)OC)C1)C1=C(C=CC(=C1)OC)F)C (methyl 5-((2,2-dimethyltetrahydro-2H-pyran-4-yl)methoxy)-6-(2-fluoro-5-methoxyphenyl)nicotinate), [BH4-].[Na+] (sodium tetrahydroborate). Run in CO (methanol). Product: CC1(OCCC(C1)COC=1C=C(C=NC1C1=C(C=CC(=C1)OC)F)CO)C ((5-((2,2-dimethyltetrahydro-2H-pyran-4-yl)methoxy)-6-(2-fluoro-5-methoxyphenyl)pyridin-3-yl)methanol). The yield is 105.2%. Reaction SMILES: [CH3:1][C:2]1([CH3:29])[CH2:7][CH:6]([CH2:8][O:9][C:10]2[C:11]([C:20]3[CH:25]=[C:24]([O:26][CH3:27])[CH:23]=[CH:22][C:21]=3[F:28])=[N:12][CH:13]=[C:14]([CH:19]=2)[C:15](OC)=[O:16])[CH2:5][CH2:4][O:3]1.[BH4-].[Na+]>CO>[CH3:1][C:2]1([CH3:29])[CH2:7][CH:6]([CH2:8][O:9][C:10]2[CH:19]=[C:14]([CH2:15][OH:16])[CH:13]=[N:12][C:11]=2[C:20]2[CH:25]=[C:24]([O:26][CH3:27])[CH:23]=[CH:22][C:21]=2[F:28])[CH2:5][CH2:4][O:3]1 |f:1.2|. Procedure: To a solution of methyl 5-((2,2-dimethyltetrahydro-2H-pyran-4-yl)methoxy)-6-(2-fluoro-5-methoxyphenyl)nicotinate (950 mg) in methanol (20 mL) was added, at 0° C., sodium tetrahydroborate (1.16 g) by small portions, and the mixture was stirred at 60° C. for 4 hr. The solvent was evaporated under reduced pressure, and ethyl acetate was added to the residue. The organic layer was washed with saturated brine, and dried over anhydrous sodium sulfate. The solvent was evaporated under reduced pressure ... Conditions: time 30 minute. RXN SMILES: [O:1]=[C:2]1[C:6]2[CH:7]=[CH:8][C:9]3[C:14]([C:5]=2[S:4](=[O:16])(=[O:15])[NH:3]1)=[CH:13][CH:12]=[CH:11][CH:10]=3.[Na].Cl[CH2:19][C:20](=[O:22])[CH3:21]>CO>[CH2:19]([N:3]1[C:2](=[O:1])[C:6]2[CH:7]=[CH:8][C:9]3[C:14]([C:5]=2[S:4]1(=[O:16])=[O:15])=[CH:13][CH:12]=[CH:11][CH:10]=3)[C:20]([CH3:21])=[O:22] |^1:16|. Reported procedure: 46.6 gm (0.2 mol) of 3-oxo-naphth[2,1-d]isothiazoline -1,1-dioxide were added to a solution of 5.3 gm (0.23 gm-atom) of sodium in 150 ml of methanol and the majority of the alcohol was distilled off. The residue was taken up in 50 ml of dry dimethyl sulfoxide. 23.2 gm (20 ml; 0.25 mol)of chloroacetone were added dropwise over a period of 10 minutes, and the resulting mixture was stirred at room temperature for 30 minutes and was then heated at 120° C for 2.5 hours. The dimethyl sulfoxide was the... Isolated yield 90.4%. Reactants: O=C1NS(C2=C1C=CC1=CC=CC=C12)(=O)=O (3-oxo-naphth[2,1-d]isothiazoline -1,1-dioxide), [Na] (sodium), ClCC(C)=O (chloroacetone). Run in CO (methanol). Yields the product C(C(=O)C)N1S(C2=C(C1=O)C=CC1=CC=CC=C12)(=O)=O (2-Acetonyl-3-oxo-naphth[2,1-d]isothiazoline-1,1-dioxide).